Dataset: the Open Reaction Database (ORD), a public repository of structured organic reaction records. Task: describe an organic reaction: reactants, conditions, products, and yield Starting materials: C(C)(C)(C)OC(=O)N1[C@@H](C[C@H](C1)O)C(=O)N1CCN(CCC1)C1CCC1 ((2S,4R)-2-(4-cyclobutyl-[1,4]diazepane-1-carbonyl)-4-hydroxy-pyrrolidine-1-carboxylic acid tert-butyl ester), [H-].[Na+] (NaH), BrC(C)C (2-bromopropane). Solvent: CN(C)C=O (DMF). Run at time 30 minute. The product is C(C)(C)(C)OC(=O)N1[C@@H](C[C@H](C1)OC(C)C)C(=O)N1CCN(CCC1)C1CCC1 ((2S,4R)-2-(4-Cyclobutyl-[1,4]diazepane-1-carbonyl)-4-isopropoxy-pyrrolidine-1-carboxylic acid tert-butyl ester). Isolated yield 8.1%. RXN SMILES: [C:1]([O:5][C:6]([N:8]1[CH2:12][C@H:11]([OH:13])[CH2:10][C@H:9]1[C:14]([N:16]1[CH2:22][CH2:21][CH2:20][N:19]([CH:23]2[CH2:26][CH2:25][CH2:24]2)[CH2:18][CH2:17]1)=[O:15])=[O:7])([CH3:4])([CH3:3])[CH3:2].[H-].[Na+].Br[CH:30]([CH3:32])[CH3:31]>CN(C=O)C>[C:1]([O:5][C:6]([N:8]1[CH2:12][C@H:11]([O:13][CH:30]([CH3:32])[CH3:31])[CH2:10][C@H:9]1[C:14]([N:16]1[CH2:22][CH2:21][CH2:20][N:19]([CH:23]2[CH2:24][CH2:25][CH2:26]2)[CH2:18][CH2:17]1)=[O:15])=[O:7])([CH3:4])([CH3:2])[CH3:3] |f:1.2|. Reported procedure: To a solution of (2S,4R)-2-(4-cyclobutyl-[1,4]diazepane-1-carbonyl)-4-hydroxy-pyrrolidine-1-carboxylic acid tert-butyl ester (287 mg, 0.78 mmol) in DMF (7.8 mL) was added NaH (90%; 31 mg). After 30 min, 2-bromopropane (109 μL, 1.17 mmol) was added and the mixture was allowed to warm to rt and was stirred for 18 h. The mixture was diluted with satd. aq. NaHCO3 and extracted with CH2Cl2. The combined organic layers were dried and concentrated. The crude product was purified by FCC to provide the d... Reactants: C[Si](C)(C)[N-][Si](C)(C)C.[Li+] (lithium bis(trimethylsilyl)amide), FC(C1=CC=C(C=C1)C(CC)=O)(F)F (1-(4-Trifluoromethyl-phenyl)-propan-1-one), C(C(=O)OCC)(=O)OCC (diethyl oxalate). Solvent: CC1CCCCC1 (methylcyclohexane). Run at time 2 hour. The product is C(C)OC(=O)C(C(C([O-])C1=CC=C(C=C1)C(F)(F)F)C)=O.[Li+] (Lithium 3-ethoxycarbonyl-2-methyl-3-oxo-1-(4-trifluoromethyl-phenyl)-propan-1-olate). Reaction SMILES: C[Si]([N-][Si](C)(C)C)(C)C.[Li+:10].[F:11][C:12]([F:24])([F:23])[C:13]1[CH:18]=[CH:17][C:16]([C:19](=[O:22])[CH2:20][CH3:21])=[CH:15][CH:14]=1.[C:25]([O:32][CH2:33][CH3:34])(=[O:31])[C:26]([O:28]CC)=O>CC1CCCCC1>[CH2:33]([O:32][C:25]([C:26](=[O:28])[CH:20]([CH3:21])[CH:19]([C:16]1[CH:15]=[CH:14][C:13]([C:12]([F:11])([F:23])[F:24])=[CH:18][CH:17]=1)[O-:22])=[O:31])[CH3:34].[Li+:10] |f:0.1,5.6|. Procedure details: To a solution of 118 ml of lithium bis(trimethylsilyl)amide (Lithium Hexamethyldisilazide; 0.9 M in methylcyclohexane) was added dropwise over 15 min, 20 g of 1-(4-Trifluoromethyl-phenyl)-propan-1-one in 51 ml methylcyclohexane at while maintaining the reaction mixture at 15-25° C. After stirring for 2 h, 15 ml of diethyl oxalate were added dropwise over 30 min and the reaction mixture was stirred for 16 h. Then, the precipitated product was collected by filtration and washed with n-heptane. The... Starting materials: [Li]CCCC, C1CCOC1, CN(C)CCN(C)C, CCCCCC, CN(C)c1cccc(Cc2ncc[nH]2)c1, O=C1C2CC3CC(C2)CC1C3, O. The product is CN(C)c1cccc(C(c2ncc[nH]2)C2(O)C3CC4CC(C3)CC2C4)c1. As a reaction SMILES: [CH2:1]([Li:2])[CH2:3][CH2:4][CH3:5].[CH2:46]1[O:47][CH2:48][CH2:49][CH2:50]1.[CH3:21][N:22]([CH3:23])[CH2:24][CH2:25][N:26]([CH3:27])[CH3:28].[CH3:40][CH2:41][CH2:42][CH2:43][CH2:44][CH3:45].[CH3:6][N:7]([c:8]1[cH:9][c:10]([CH2:11][c:12]2[nH:13][cH:14][cH:15][n:16]2)[cH:17][cH:18][cH:19]1)[CH3:20].[O:29]=[C:30]1[CH:31]2[CH2:32][CH:33]3[CH2:34][CH:35]([CH2:36]2)[CH2:37][CH:38]1[CH2:39]3.[OH2:51]>>[CH3:6][N:7]([c:8]1[cH:9][c:10]([CH:11]([c:12]2[n:13][cH:14][cH:15][nH:16]2)[C:30]2([OH:29])[CH:31]3[CH2:32][CH:33]4[CH2:34][CH:35]([CH2:36]3)[CH2:37][CH:38]2[CH2:39]4)[cH:17][cH:18][cH:19]1)[CH3:20].